From a dataset of the Open Reaction Database (ORD), a public repository of structured organic reaction records. describe an organic reaction: reactants, conditions, products, and yield Reactants: O=C([O-])[O-], CN(C)C=O, CC(C)(C)C(=O)Oc1c(-c2c(F)ccc(F)c2Cl)c(=O)[nH]c2nccnc12, FCCBr, [I-], [K+], [K+], [K+]. Product: CC(C)(C)C(=O)Oc1c(-c2c(F)ccc(F)c2Cl)c(=O)n(CCF)c2nccnc12. As a reaction SMILES: [C:32](=[O:33])([O-:34])[O-:35].[CH3:40][N:41]([CH3:42])[CH:43]=[O:44].[Cl:5][c:6]1[c:7](-[c:14]2[c:15]([O:25][C:26]([C:27]([CH3:28])([CH3:29])[CH3:30])=[O:31])[c:16]3[c:17]([n:18][cH:19][cH:20][n:21]3)[nH:22][c:23]2=[O:24])[c:8]([F:13])[cH:9][cH:10][c:11]1[F:12].[F:1][CH2:2][CH2:3][Br:4].[I-:39].[K+:36].[K+:37].[K+:38]>>[F:1][CH2:2][CH2:3][n:22]1[c:17]2[c:16]([c:15]([O:25][C:26]([C:27]([CH3:28])([CH3:29])[CH3:30])=[O:31])[c:14](-[c:7]3[c:6]([Cl:5])[c:11]([F:12])[cH:10][cH:9][c:8]3[F:13])[c:23]1=[O:24])[n:21][cH:20][cH:19][n:18]2. Starting materials: ClC1=C(C=CC2=C1C(N1[C@H](C=3N2C=NC3C(N)=NO)CC1)=O)F ((S)-8-chloro-7-fluoro-12,12a-dihydro-9-oxo-9H,11H-azeto[2,1-c]imidazo[1,5-a][1,4]benzodiazepine-1-carboxamidoxime), C(=O)(OC(C)(C)C)NCC(=O)O (BOC-glycine), C(=O)=O (CO2), C(=O)(N1C=NC=C1)N1C=NC=C1 (1,1'-carbonyldiimidazole). Run in CN(C=O)C (N,N-dimethylformamide). Conditions: time 8 hour. Product: C(=O)(OC(C)(C)C)C(C1=NC(=NO1)C=1N=CN2C1[C@H]1N(C(C3=C2C=CC(=C3Cl)F)=O)CC1)N ((S)-1-[5-(BOC-aminomethyl)-1,2,4-oxadiazol-3-yl]-8-chloro-7-fluoro-12,12a-dihydro-9H,11H-azeto[2,1-c]imidazo[1,5-a][1,4]benzodiazepin-9-one). Isolated yield 85.2%. RXN SMILES: [C:1](NCC(O)=O)([O:3][C:4]([CH3:7])([CH3:6])[CH3:5])=[O:2].C(N1C=CN=C1)([N:15]1[CH:19]=[CH:18]N=C1)=O.C(=O)=O.[Cl:28][C:29]1[C:34]2[C:35](=[O:49])[N:36]3[CH2:48][CH2:47][C@H:37]3[C:38]3[N:39]([CH:40]=[N:41][C:42]=3[C:43](=[N:45][OH:46])[NH2:44])[C:33]=2[CH:32]=[CH:31][C:30]=1[F:50]>CN(C)C=O>[C:1]([CH:19]([NH2:15])[C:18]1[O:46][N:45]=[C:43]([C:42]2[N:41]=[CH:40][N:39]3[C:33]4[CH:32]=[CH:31][C:30]([F:50])=[C:29]([Cl:28])[C:34]=4[C:35](=[O:49])[N:36]4[CH2:48][CH2:47][C@H:37]4[C:38]=23)[N:44]=1)([O:3][C:4]([CH3:5])([CH3:6])[CH3:7])=[O:2]. Procedure details: 17.08 g (97 mmol) of BOC-glycine were dissolved in 165 ml of N,N-dimethylformamide and treated portionwise with 16.9 g (104 mmol) of 1,1'-carbonyldiimidazole. After completion of the CO2 evolution the solution was stirred at 50° for 30 min. Then, 30.8 g (91mmol) of (S)-8-chloro-7-fluoro-12,12a-dihydro-9-oxo-9H,11H-azeto[2,1-c]imidazo[1,5-a][1,4]benzodiazepine-1-carboxamidoxime were added and the mixture was stirred at 90° overnight. By evaporation of the solution and chromatography of the residu... Reactants: [Na+].[Cl-] (NaCl), ClC=1C=C2C(=NC1)N(C=C2C2=NC=C(C(=N2)S(=O)C)F)S(=O)(=O)C2=CC=C(C=C2)C (5-chloro-3-(5-fluoro-4-methylsulfinyl-pyrimidin-2-yl)-1-(p-tolylsulfonyl)pyrrolo[2,3-b]pyridine), 1a, NC1C(CCCC1)(O)C (2-amino-1-methylcyclohexanol), NC1C(CCCC1)(O)C (2-amino-1-methylcyclohexanol), CCN(C(C)C)C(C)C (iPr2NEt). Solvent: CN(C)C=O (DMF). The product is ClC=1C=C2C(=NC1)N(C=C2C2=NC=C(C(=N2)NC2C(CCCC2)(O)C)F)S(=O)(=O)C2=CC=C(C)C=C2 (2-(2-(5-chloro-1-tosyl-1H-pyrrolo[2,3-b]pyridin-3-yl)-5-fluoropyrimidin-4-ylamino)-1-methylcyclohexanol). RXN SMILES: [Cl:1][C:2]1[CH:3]=[C:4]2[C:10]([C:11]3[N:16]=[C:15](S(C)=O)[C:14]([F:20])=[CH:13][N:12]=3)=[CH:9][N:8]([S:21]([C:24]3[CH:29]=[CH:28][C:27]([CH3:30])=[CH:26][CH:25]=3)(=[O:23])=[O:22])[C:5]2=[N:6][CH:7]=1.[NH2:31][CH:32]1[CH2:37][CH2:36][CH2:35][CH2:34][C:33]1([CH3:39])[OH:38].CCN(C(C)C)C(C)C.[Na+].[Cl-]>CN(C=O)C>[Cl:1][C:2]1[CH:3]=[C:4]2[C:10]([C:11]3[N:16]=[C:15]([NH:31][CH:32]4[CH2:37][CH2:36][CH2:35][CH2:34][C:33]4([CH3:39])[OH:38])[C:14]([F:20])=[CH:13][N:12]=3)=[CH:9][N:8]([S:21]([C:24]3[CH:29]=[CH:28][C:27]([CH3:30])=[CH:26][CH:25]=3)(=[O:23])=[O:22])[C:5]2=[N:6][CH:7]=1 |f:3.4|. Procedure details: To a solution of 5-chloro-3-(5-fluoro-4-methylsulfinyl-pyrimidin-2-yl)-1-(p-tolylsulfonyl)pyrrolo[2,3-b]pyridine, 1a, (0.97 g, 2.09 mmol) and 2-amino-1-methylcyclohexanol, 30b, (0.40 g, 3.13 mmol) in DMF (10 mL) was added iPr2NEt (0.73 mL, 4.17 mmol). The reaction mixture was heated at 90 C for 17 hours. The reaction mixture was cooled to room temperature and diluted into aqueous saturated NaCl solution. The aqueous phase was extracted twice with EtOAc. The organic phases were washed with twice ... Starting materials: ClCCl, NCCc1ccc(Cl)cc1, O=C(O)c1cc(S(=O)(=O)Cl)ccc1Cl. Yields the product O=C(O)c1cc(S(=O)(=O)NCCc2ccc(Cl)cc2)ccc1Cl. RXN SMILES: [CH2:25]([Cl:26])[Cl:27].[Cl:15][c:16]1[cH:17][cH:18][c:19]([CH2:22][CH2:23][NH2:24])[cH:20][cH:21]1.[Cl:1][c:2]1[c:3]([C:4](=[O:5])[OH:6])[cH:7][c:8]([S:11](=[O:12])(=[O:13])[Cl:14])[cH:9][cH:10]1>>[Cl:1][c:2]1[c:3]([C:4](=[O:5])[OH:6])[cH:7][c:8]([S:11](=[O:12])(=[O:13])[NH:24][CH2:23][CH2:22][c:19]2[cH:18][cH:17][c:16]([Cl:15])[cH:21][cH:20]2)[cH:9][cH:10]1. Reactants: C1CNCCN1, ClCCl, CCCCCC, CCOC(=O)CCc1cc(F)c(OS(=O)(=O)c2c(C)cc(C)cc2C)nc1Nc1ccc(F)cc1F. As a reaction SMILES: [CH2:1]1[CH2:2][NH:3][CH2:4][CH2:5][NH:6]1.[CH2:49]([Cl:50])[Cl:51].[CH3:43][CH2:44][CH2:45][CH2:46][CH2:47][CH3:48].[F:7][c:8]1[c:9]([NH:15][c:16]2[c:17]([CH2:18][CH2:19][C:20](=[O:21])[O:22][CH2:23][CH3:24])[cH:25][c:26]([F:42])[c:27]([O:29][S:30]([c:31]3[c:32]([CH3:33])[cH:34][c:35]([CH3:36])[cH:37][c:38]3[CH3:39])(=[O:40])=[O:41])[n:28]2)[cH:10][cH:11][c:12]([F:14])[cH:13]1>>[CH2:1]1[CH2:2][N:3]([c:27]2[c:26]([F:42])[cH:25][c:17]([CH2:18][CH2:19][C:20](=[O:21])[O:22][CH2:23][CH3:24])[c:16]([NH:15][c:9]3[c:8]([F:7])[cH:13][c:12]([F:14])[cH:11][cH:10]3)[n:28]2)[CH2:4][CH2:5][NH:6]1. Product: CCOC(=O)CCc1cc(F)c(N2CCNCC2)nc1Nc1ccc(F)cc1F. The reactants are CCO, CCCC(Nc1ccc(-n2cc(C(F)(F)F)cn2)nc1)c1ccc(C(=O)NCCC(=O)OC)cc1F. Product: CCCC(Nc1ccc(-n2cc(C(F)(F)F)cn2)nc1)c1ccc(C(=O)NCCC(=O)O)cc1F. RXN SMILES: [CH3:37][CH2:38][OH:39].[F:1][c:2]1[cH:3][c:4]([C:5](=[O:6])[NH:7][CH2:8][CH2:9][C:10](=[O:11])[O:12][CH3:13])[cH:14][cH:15][c:16]1[CH:17]([CH2:18][CH2:19][CH3:20])[NH:21][c:22]1[cH:23][n:24][c:25](-[n:28]2[n:29][cH:30][c:31]([C:33]([F:34])([F:35])[F:36])[cH:32]2)[cH:26][cH:27]1>>[F:1][c:2]1[cH:3][c:4]([C:5](=[O:6])[NH:7][CH2:8][CH2:9][C:10](=[O:11])[OH:12])[cH:14][cH:15][c:16]1[CH:17]([CH2:18][CH2:19][CH3:20])[NH:21][c:22]1[cH:23][n:24][c:25](-[n:28]2[n:29][cH:30][c:31]([C:33]([F:34])([F:35])[F:36])[cH:32]2)[cH:26][cH:27]1. Reactants: OCC#CC=1C2=C(SC1C(=O)OC)CCCC2 (methyl 3-(3-hydroxyprop-1-yn-1-yl)-4,5,6,7-tetrahydrobenzo[b]thiophene-2-carboxylate), N1C=NC=C1 (1H-imidazole), CC(C)(C)[Si](C)(C)Cl (TBSCl), CCOC(=O)C (EtOAc). Solvent: ClCCl (Dichloromethane). Run at time 2 hour. Yields the product COC(=O)C1=C(C2=C(S1)CCCC2)C#CCO[Si](C)(C)C(C)(C)C ((3-(tert-Butyl-dimethyl-silanyloxy)-prop-1-ynyl]-4,5,6,7-tetrahydro-benzo[b]thiophene-2-carboxylic acid methyl ester). The yield is 96.0%. RXN SMILES: [OH:1][CH2:2][C:3]#[C:4][C:5]1[C:6]2[CH2:17][CH2:16][CH2:15][CH2:14][C:7]=2[S:8][C:9]=1[C:10]([O:12][CH3:13])=[O:11].N1C=CN=C1.[CH3:23][C:24]([Si:27](Cl)([CH3:29])[CH3:28])([CH3:26])[CH3:25].CCOC(C)=O>ClCCl>[CH3:13][O:12][C:10]([C:9]1[S:8][C:7]2[CH2:14][CH2:15][CH2:16][CH2:17][C:6]=2[C:5]=1[C:4]#[C:3][CH2:2][O:1][Si:27]([C:24]([CH3:26])([CH3:25])[CH3:23])([CH3:29])[CH3:28])=[O:11]. Procedure details: To a solution of methyl 3-(3-hydroxyprop-1-yn-1-yl)-4,5,6,7-tetrahydrobenzo[b]thiophene-2-carboxylate (8.5 g, 34 mmol) in Dichloromethane (DCM) (50 mL) was added 1H-imidazole (5.8 g, 85 mmol) and TBSCl (7.7 g, 50.9 mmol). The mixture was stirred at room temperature for 2 h. The reaction mixture was washed with water, brine, dried over Na2SO4 and concentrated to dryness. The residue was purified by chromatography column on silica gel chromatography eluted with PE:EtOAc=50:1˜20:1 to afford title p... Reactants: ClC=1C=C(C=CC1F)N1N=C(C=C1C1=CC(=CC=C1)F)C(=O)OCC (Ethyl 1-(3-chloro-4-fluorophenyl)-5-(3-fluorophenyl)-1H-pyrazole-3-carboxylate), ClC=1C=C(C=CC1F)N1N=C(C=C1C1=CC(=CC(=C1)F)Cl)C(=O)O (1-(3-Chloro-4-fluorophenyl)-5-(3-chloro-5-fluorophenyl)-1H-pyrazole-3-carboxylic acid). The product is ClC=1C=C(C=CC1F)N1N=C(C=C1C1=CC(=CC=C1)F)C(=O)O (1-(3-Chloro-4-fluorophenyl)-5-(3-fluorophenyl)-1H-pyrazole-3-carboxylic acid). Reaction SMILES: [Cl:1][C:2]1[CH:3]=[C:4]([N:9]2[C:13]([C:14]3[CH:19]=[CH:18][CH:17]=[C:16]([F:20])[CH:15]=3)=[CH:12][C:11]([C:21]([O:23]CC)=[O:22])=[N:10]2)[CH:5]=[CH:6][C:7]=1[F:8].ClC1C=C(N2C(C3C=C(F)C=C(Cl)C=3)=CC(C(O)=O)=N2)C=CC=1F>>[Cl:1][C:2]1[CH:3]=[C:4]([N:9]2[C:13]([C:14]3[CH:19]=[CH:18][CH:17]=[C:16]([F:20])[CH:15]=3)=[CH:12][C:11]([C:21]([OH:23])=[O:22])=[N:10]2)[CH:5]=[CH:6][C:7]=1[F:8]. Procedure details: The preparation of the title compound takes place starting from the compound of Example 46A in analogy to the synthesis of the compound of Example 71A. 550 mg (99% of theory) of the title compound are obtained. The reactants are ClC1=CC=C(C=C1)C(=O)NCC1=CC=C(S1)S(=O)(=O)Cl (5-({[1-(4-Chloro-phenyl)-methanoyl]-amino}-methyl)-thiophene-2-sulfonyl chloride), S1C(SCC1)C1=CC=C(C=C1)C=1SC=C(N1)C(=O)NN (2-[4-(1,3-Dithiolan-2-yl)phenyl]-1,3-thiazole-4-carbohydrazide), N1=CC=CC=C1 (pyridine). Solvent: C(Cl)(Cl)Cl (CHCl3). Yields the product ClC1=CC=C(C(=O)NCC=2SC(=CC2)S(=O)(=O)NNC(=O)C=2N=C(SC2)C2=CC=C(C=C2)C2SCCS2)C=C1 (4-chloro-N-[(5-{[2-({2-[4-(1,3-dithiolan-2-yl)phenyl]-1,3-thiazol-4-yl}carbonyl)-hydrazino]sulfonyl}thien-2-yl)methyl]benzamide). The yield is 80.0%. Reaction SMILES: [Cl:1][C:2]1[CH:7]=[CH:6][C:5]([C:8]([NH:10][CH2:11][C:12]2[S:16][C:15]([S:17](Cl)(=[O:19])=[O:18])=[CH:14][CH:13]=2)=[O:9])=[CH:4][CH:3]=1.[S:21]1[CH2:25][CH2:24][S:23][CH:22]1[C:26]1[CH:31]=[CH:30][C:29]([C:32]2[S:33][CH:34]=[C:35]([C:37]([NH:39][NH2:40])=[O:38])[N:36]=2)=[CH:28][CH:27]=1.N1C=CC=CC=1>C(Cl)(Cl)Cl>[Cl:1][C:2]1[CH:7]=[CH:6][C:5]([C:8]([NH:10][CH2:11][C:12]2[S:16][C:15]([S:17]([NH:40][NH:39][C:37]([C:35]3[N:36]=[C:32]([C:29]4[CH:28]=[CH:27][C:26]([CH:22]5[S:21][CH2:25][CH2:24][S:23]5)=[CH:31][CH:30]=4)[S:33][CH:34]=3)=[O:38])(=[O:19])=[O:18])=[CH:14][CH:13]=2)=[O:9])=[CH:4][CH:3]=1. Procedure details: A solution of sulfonyl chloride 1b (1.0 equivalents), 2-[4-(1,3-Dithiolan-2-yl)phenyl]-1,3-thiazole-4-carbohydrazide (1.1 equivalents), and pyridine (1.2-2 equivalents) in CHCl3 is heated to reflux for 2 h. Filtration over SiO2 (CH3CN) and evaporation yielded 80% of the desired sulfonyl hydrazide 1. The reactants are Brc1ccsc1, CN(C)C=O, COc1ccc(S)cc1, Cl, [K+], [OH-]. Product: COc1ccc(Sc2ccsc2)cc1. As a reaction SMILES: [Br:1][c:2]1[cH:3][s:4][cH:5][cH:6]1.[CH3:19][N:20]([CH3:21])[CH:22]=[O:23].[CH3:7][O:8][c:9]1[cH:10][cH:11][c:12]([SH:15])[cH:13][cH:14]1.[ClH:18].[K+:17].[OH-:16]>>[c:2]1([S:15][c:12]2[cH:11][cH:10][c:9]([O:8][CH3:7])[cH:14][cH:13]2)[cH:3][s:4][cH:5][cH:6]1.